This data is from the Open Reaction Database (ORD), a public repository of structured organic reaction records. The task is: describe an organic reaction: reactants, conditions, products, and yield The reactants are COc1ccccc1 (substrate), c3ccc(n2cnc1ccccc12)cc3 (effective_coupling_partner). Reagents/catalysts: CDC. Reaction conditions: temperature 90 celsius, time 16 hour. Yields the product c4ccc(c2nc1ccccc1n2c3ccccc3)cc4. Reactants: C1(CCCC1)O (cyclopentanol), CC(C)([O-])C.[K+] (potassium tert-butoxide), ClC1=CC(=C2C(=[N+]1[O-])CCC2)Cl (2,4-Dichloro-6,7-dihydro-5H-cyclopenta[b]pyridine 1-oxide). Solvent: CN1CCCC1=O (NMP), CN1CCCC1=O (NMP), C(Cl)Cl (methylene chloride). Reaction conditions: time 1 hour. Product: ClC1=C2C(=[N+](C(=C1)OC1CCCC1)[O-])CCC2 (4-chloro-2-(cyclopentyloxy)-6,7-dihydro-5H-cyclopenta[b]pyridine 1-oxide). The yield is 112.6%. RXN SMILES: [CH:1]1([OH:6])[CH2:5][CH2:4][CH2:3][CH2:2]1.CC(C)([O-])C.[K+].Cl[C:14]1[N+:19]([O-:20])=[C:18]2[CH2:21][CH2:22][CH2:23][C:17]2=[C:16]([Cl:24])[CH:15]=1>CN1C(=O)CCC1.C(Cl)Cl>[Cl:24][C:16]1[CH:15]=[C:14]([O:6][CH:1]2[CH2:5][CH2:4][CH2:3][CH2:2]2)[N+:19]([O-:20])=[C:18]2[CH2:21][CH2:22][CH2:23][C:17]=12 |f:1.2|. Procedure: To a solution of cyclopentanol (0.050 g, 0.59 mmol) in NMP (3 mL) at rt was added potassium tert-butoxide (0.060 g, 0.54 mmol). The mixture was stirred at rt for 1 h. 2,4-Dichloro-6,7-dihydro-5H-cyclopenta[b]pyridine 1-oxide (0.100 g, 0.49 mmol) in NMP (1 mL) was added and the mixture was heated to 80° C. for 1 h. The mixture was diluted with methylene chloride and washed with water. The organic layer were dried over anhydrous sodium sulfate, filtered, and the filtrate was concentrated. The resi... Starting materials: C([O-])([O-])=O.[K+].[K+] (Potassium carbonate), Cl.ClCC=1N(C(SC1)=NC)C (N-(4-chloromethyl-3-methyl-1,3-thiazol-2(3H)-ylidene)-N-methylamine hydrochloride), N1(CC(NCC1)C(=O)OC)C(=O)OC(C)(C)C (1-tert-Butyl 3-methyl piperazine-1,3-dicarboxylate). The solvent is CN(C)C=O (DMF). Yields the product CN1/C(/SC=C1CN1C(CN(CC1)C(=O)OC(C)(C)C)=O)=N/C (tert-butyl 4-(((2Z)-3-methyl-2-(methylimino)-2,3-dihydro-1,3-thiazol-4-yl)methyl)-3-oxopiperazine-1-carboxylate). Yield: 57.4%. As a reaction SMILES: [N:1]1([C:11]([O:13][C:14]([CH3:17])([CH3:16])[CH3:15])=[O:12])[CH2:6][CH2:5][NH:4][CH:3](C(OC)=O)[CH2:2]1.C(=O)([O-])[O-:19].[K+].[K+].Cl.Cl[CH2:26][C:27]1[N:28]([CH3:34])[C:29](=[N:32][CH3:33])[S:30][CH:31]=1>CN(C=O)C>[CH3:34][N:28]1[C:27]([CH2:26][N:4]2[CH2:5][CH2:6][N:1]([C:11]([O:13][C:14]([CH3:15])([CH3:16])[CH3:17])=[O:12])[CH2:2][C:3]2=[O:19])=[CH:31][S:30]/[C:29]/1=[N:32]\[CH3:33] |f:1.2.3,4.5|. Procedure: 1-tert-Butyl 3-methyl piperazine-1,3-dicarboxylate (1.5 g) was dissolved in DMF (50 mL). Potassium carbonate (1.7 g) and N-(4-chloromethyl-3-methyl-1,3-thiazol-2(3H)-ylidene)-N-methylamine hydrochloride (1.4 g) were added thereto, and the mixture was mixed at 80° C. overnight. The solvent was distilled off, the residue was poured into water, extracted with a mixed solution of chloroform-methanol, and the extract was dried over anhydrous magnesium sulfate. The solvent was distilled off to give te... Starting materials: C1CCOC1, O=C=Nc1ccccc1Cl, Cc1cc(CC(=O)OC(C)(C)C)ccc1N. Yields the product Cc1cc(CC(=O)OC(C)(C)C)ccc1NC(=O)Nc1ccccc1Cl. Reaction SMILES: [CH2:27]1[O:28][CH2:29][CH2:30][CH2:31]1.[Cl:17][c:18]1[c:19]([N:24]=[C:25]=[O:26])[cH:20][cH:21][cH:22][cH:23]1.[NH2:1][c:2]1[c:3]([CH3:16])[cH:4][c:5]([CH2:8][C:9](=[O:10])[O:11][C:12]([CH3:13])([CH3:14])[CH3:15])[cH:6][cH:7]1>>[NH:1]([c:2]1[c:3]([CH3:16])[cH:4][c:5]([CH2:8][C:9](=[O:10])[O:11][C:12]([CH3:13])([CH3:14])[CH3:15])[cH:6][cH:7]1)[C:25]([NH:24][c:19]1[c:18]([Cl:17])[cH:23][cH:22][cH:21][cH:20]1)=[O:26]. Reactants: [BH4-], CO, [Na+], CC(C(=O)O)c1ccc(C=C2SCCCC2=O)cc1, O=C(O)CC(O)(CC(=O)O)C(=O)O. Yields the product CC(C(=O)O)c1ccc(C=C2SCCCC2O)cc1. As a reaction SMILES: [BH4-:20].[CH3:35][OH:36].[Na+:21].[O:1]=[C:2]1[C:3](=[CH:8][c:9]2[cH:10][cH:11][c:12]([CH:15]([C:16](=[O:17])[OH:18])[CH3:19])[cH:13][cH:14]2)[S:4][CH2:5][CH2:6][CH2:7]1.[OH:22][C:23]([CH2:24][C:25]([C:26](=[O:27])[OH:28])([CH2:29][C:30](=[O:31])[OH:32])[OH:33])=[O:34]>>[OH:1][CH:2]1[C:3](=[CH:8][c:9]2[cH:10][cH:11][c:12]([CH:15]([C:16](=[O:17])[OH:18])[CH3:19])[cH:13][cH:14]2)[S:4][CH2:5][CH2:6][CH2:7]1. The reactants are C(=C)S(=O)(=O)F (vinylsulfonyl fluoride), C1=CC=CC1 (cyclopentadiene), CCOCC (ether). Run at time 20 minute. The product is C12(C=CC(CC1)C2)S(=O)(=O)F (Norbornene Sulfonylfluoride). Isolated yield 92.0%. RXN SMILES: [CH:1]([S:3]([F:6])(=[O:5])=[O:4])=[CH2:2].[CH:7]1[CH2:11][CH:10]=[CH:9]C=1.[CH3:12]COCC>>[C:1]12([S:3]([F:6])(=[O:5])=[O:4])[CH2:12][CH:10]([CH2:11][CH2:7]1)[CH:9]=[CH:2]2. Reported procedure: To 20.00 g (0.018 mol) of vinylsulfonyl fluoride in 40 ml of anhydrous ether was added 16.00 g (0.24 mol) of freshly prepared cyclopentadiene. The reaction was carried out for 20 min at 0° C. and then allowed to warm up to room temperature. After 24 hours, ether was distilled out at a normal pressure and the residue was distilled under reduced pressure to give a colorless oil (bp=97-99° C./15 torr) in 92% yield. The product was identified by 1H and 13C NMR and IR spectroscopy.